This data is from the Open Reaction Database (ORD), a public repository of structured organic reaction records. The task is: describe an organic reaction: reactants, conditions, products, and yield Reactants: O=C1CCC(=O)N1Br, O=C1CCc2ccccc2N1, CN(C)C=O, O. Yields the product O=C1CCc2cc(Br)ccc2N1. Reaction SMILES: [Br:12][N:13]1[C:14](=[O:15])[CH2:16][CH2:17][C:18]1=[O:19].[NH:1]1[C:2](=[O:11])[CH2:3][CH2:4][c:5]2[cH:6][cH:7][cH:8][cH:9][c:10]21.[O:21]=[CH:22][N:23]([CH3:24])[CH3:25].[OH2:20]>>[NH:1]1[C:2](=[O:11])[CH2:3][CH2:4][c:5]2[cH:6][c:7]([Br:12])[cH:8][cH:9][c:10]21. Starting materials: CCOC(=O)c1csc(NC(=O)C(CC2CCCC2)c2ccc(C#CCOC)cc2)n1, COCC#Cc1ccc(C(CC2CCCC2)C(=O)O)cc1, CCOC(=O)c1cnc(N)s1. The product is COCC#Cc1ccc(C(CC2CCCC2)C(=O)Nc2nccs2)cc1. As a reaction SMILES: [CH2:33]([O:34][C:35](=[O:36])[c:38]1[n:39][c:40]([NH:43][C:44]([CH:45]([CH2:46][CH:47]2[CH2:48][CH2:49][CH2:50][CH2:51]2)[c:52]2[cH:53][cH:54][c:55]([C:58]#[C:59][CH2:60][O:61][CH3:62])[cH:56][cH:57]2)=[O:63])[s:41][cH:42]1)[CH3:37].[CH:1]1([CH2:2][CH:3]([c:4]2[cH:5][cH:6][c:7]([C:8]#[C:9][CH2:10][O:11][CH3:12])[cH:13][cH:14]2)[C:15]([OH:16])=[O:17])[CH2:18][CH2:19][CH2:20][CH2:21]1.[NH2:22][c:23]1[s:24][c:25]([C:26]([O:27][CH2:28][CH3:29])=[O:30])[cH:31][n:32]1>>[cH:38]1[n:39][c:40]([NH:43][C:44]([CH:45]([CH2:46][CH:47]2[CH2:48][CH2:49][CH2:50][CH2:51]2)[c:52]2[cH:53][cH:54][c:55]([C:58]#[C:59][CH2:60][O:61][CH3:62])[cH:56][cH:57]2)=[O:63])[s:41][cH:42]1. The reactants are COC1=C2CC(COC2=CC=C1)NCCCCN1C(CC2(C1=O)CCCCC2)=O (3-{4-[N-(5-METHOXY-3-CHROMANYL)AMINO]BUTYL}-2,4-DIOXO-3-AZASPIRO[4.5]DECANE), C(C(=O)O)(=O)O.COC1=C2CC(COC2=CC=C1)NCCCCC1C(NC(C12CCCCC2)=O)=O ((4-[N-(5-METHOXY-3-CHROMANYL)AMINO]BUTYL}2,4-DIOXO-3-AZASPIRO[4.5]DECANE OXALATE), C(C(=O)O)(=O)O (oxalic acid). The product is C(C(=O)O)(=O)O.C(CC)N(C1COC2=CC=CC(=C2C1)OC)CCCCC1C(NC(C12CCCCC2)=O)=O ((4-[N-n-PROPYL-N-(5-METHOXY-3-CHROMANYL)-AMINO]BUTYL}-2,4-DIOXO-3-AZASPIRO[4.5]DECANE OXALATE). As a reaction SMILES: CO[C:3]1[CH:12]=CC=C2[C:4]=1CC(NCCCCN1C(=O)C3(CCCCC3)CC1=O)CO2.[C:30]([OH:35])(=[O:34])[C:31]([OH:33])=[O:32].[CH3:36][O:37][C:38]1[CH:47]=[CH:46][CH:45]=[C:44]2[C:39]=1[CH2:40][CH:41]([NH:48][CH2:49][CH2:50][CH2:51][CH2:52][CH:53]1[C:57]3([CH2:62][CH2:61][CH2:60][CH2:59][CH2:58]3)[C:56](=[O:63])[NH:55][C:54]1=[O:64])[CH2:42][O:43]2.C(O)(=O)C(O)=O>>[C:30]([OH:35])(=[O:34])[C:31]([OH:33])=[O:32].[CH2:4]([N:48]([CH2:49][CH2:50][CH2:51][CH2:52][CH:53]1[C:57]2([CH2:58][CH2:59][CH2:60][CH2:61][CH2:62]2)[C:56](=[O:63])[NH:55][C:54]1=[O:64])[CH:41]1[CH2:40][C:39]2[C:44](=[CH:45][CH:46]=[CH:47][C:38]=2[O:37][CH3:36])[O:43][CH2:42]1)[CH2:3][CH3:12] |f:1.2,4.5|. Procedure details: Using the procedure described in Example 10, but replacing the compound of Example 9 by the compound of Example 28, the product of the title is obtained. It is salified with oxalic acid. Starting materials: FC1=CC2=C(N(C(S2)=O)CC#C)C=C1NC(=O)OC(C(=C)C)C(=O)OC (6-fluoro-5-(1-methoxycarbonyl-2-methyl-2-propenyloxycarbonylamino)-3-propargyl-2(3H)-benzothiazolone), S1(C=NC2=C1C=CC=C2)=O (benzothiazolone), 40, O (water). Solvent: C1(=CC=CC=C1)C (toluene), C[O-].[Na+] (sodium methylate). Product: FC1=CC2=C(N(C(S2)=O)CC#C)C=C1N1C(OC(C1=O)=C(C)C)=O (6-fluoro-5-(5-isopropylidene-1,3-oxazolidine-2,4-dion-3-yl)-3-propargyl-2(3H)-benzothiazolone). As a reaction SMILES: [F:1][C:2]1[C:14]([NH:15][C:16]([O:18][CH:19]([C:23]([O:25]C)=O)[C:20]([CH3:22])=[CH2:21])=[O:17])=[CH:13][C:5]2[N:6]([CH2:10][C:11]#[CH:12])[C:7](=[O:9])[S:8][C:4]=2[CH:3]=1.S1(=O)C2C=CC=CC=2N=C1.O>C1(C)C=CC=CC=1.C[O-].[Na+]>[F:1][C:2]1[C:14]([N:15]2[C:23](=[O:25])[C:19](=[C:20]([CH3:22])[CH3:21])[O:18][C:16]2=[O:17])=[CH:13][C:5]2[N:6]([CH2:10][C:11]#[CH:12])[C:7](=[O:9])[S:8][C:4]=2[CH:3]=1 |f:4.5|. Procedure: To a solution of 6-fluoro-5-(1-methoxycarbonyl-2-methyl-2-propenyloxycarbonylamino)-3-propargyl-2(3H)-benzothiazolone (10 g) in toluene (100 g), sodium methylate was added in an amount of 0.05 equivalent to one equivalent of the benzothiazolone. The resulting mixture was refluxed for 3 hours, cooled to room temperature, combined with water and extracted with ethyl acetate. The organic layer was purified by silica gel column chromatography to give Compound No. 40 (6.8 g). The yield is 68.4%. Reaction SMILES: [C:1]([O:5][C:6]([C:8]1[O:9][C:10]2[CH:17]=[CH:16][CH:15]=[C:14](OS(C(F)(F)F)(=O)=O)[C:11]=2[C:12]=1[CH3:13])=[O:7])([CH3:4])([CH3:3])[CH3:2].C([O-])([O-])=O.[K+].[K+].[O:32]1[CH:36]=[CH:35][C:34](B(O)O)=[CH:33]1.COCCOC>O>[C:1]([O:5][C:6]([C:8]1[O:9][C:10]2[CH:17]=[CH:16][CH:15]=[C:14]([C:34]3[CH:35]=[CH:36][O:32][CH:33]=3)[C:11]=2[C:12]=1[CH3:13])=[O:7])([CH3:4])([CH3:3])[CH3:2] |f:1.2.3|. Run in O (water), O (water). Procedure details: 3-Methyl-4-trifluoromethanesulfonyloxy-benzofuran-2-carboxylic acid tert-butyl ester (285 mg, 0.75 mmol) was mixed with K2CO3 (207 mg, 2.2 eq), furan-3-boronic acid (101 mg, 1.2 eq), Pd(Ph3)4 (43 mg, 0.05 eq), 3 mL of 1,2-dimethoxyethane and 0.5 mL of water. The mixture was heated and stirred in a 85° C. oil bath for 2 h. The reaction mixture was poured into water and was extracted with ethyl acetate. The organic extract was washed with water and dried over sodium sulfate. Removal of the solvent... Reactants: C(C)(C)(C)OC(=O)C=1OC2=C(C1C)C(=CC=C2)OS(=O)(=O)C(F)(F)F (3-Methyl-4-trifluoromethanesulfonyloxy-benzofuran-2-carboxylic acid tert-butyl ester), C(=O)([O-])[O-].[K+].[K+] (K2CO3), O1C=C(C=C1)B(O)O (furan-3-boronic acid), Pd(Ph3)4, COCCOC (1,2-dimethoxyethane). Yields the product C(C)(C)(C)OC(=O)C=1OC2=C(C1C)C(=CC=C2)C2=COC=C2 (4-furan-3-yl-3-methyl-benzofuran-2-carboxylic acid tert-butyl ester). Reaction conditions: temperature 85 celsius, time 2 hour. Starting materials: ClCCl, Cc1cc(C)c2c(c1)C(C)(C)CCC2(C)C, O. Yields the product Cc1cc2c(c(C)c1C=O)C(C)(C)CCC2(C)C. Reaction SMILES: [CH2:18]([Cl:19])[Cl:20].[CH3:1][C:2]1([CH3:16])[CH2:3][CH2:4][C:5]([CH3:14])([CH3:15])[c:6]2[c:7]([CH3:13])[cH:8][c:9]([CH3:12])[cH:10][c:11]21.[OH2:17]>>[CH3:1][C:2]1([CH3:16])[CH2:3][CH2:4][C:5]([CH3:14])([CH3:15])[c:6]2[c:7]([CH3:13])[c:8]([CH:18]=[O:17])[c:9]([CH3:12])[cH:10][c:11]21. The reactants are C(C1=CC=CC=C1)NCCO (2-(Benzylamino)ethanol), C([O-])([O-])=O.[K+].[K+] (potassium carbonate), C(C)(C)(C)OC(CBr)=O (t-Butyl-bromoacetate). The solvent is CC#N (CH3CN), C(Cl)Cl (CH2Cl2). Conditions: time 66 hour. Yields the product C(C1=CC=CC=C1)N(CC(=O)OC(C)(C)C)CCO (Tert-butyl 2-(benzyl(2-hydroxyethyl)amino)acetate). The yield is 90.1%. RXN SMILES: [CH2:1]([NH:8][CH2:9][CH2:10][OH:11])[C:2]1[CH:7]=[CH:6][CH:5]=[CH:4][CH:3]=1.C(=O)([O-])[O-].[K+].[K+].[C:18]([O:22][C:23](=[O:26])[CH2:24]Br)([CH3:21])([CH3:20])[CH3:19]>CC#N.C(Cl)Cl>[CH2:1]([N:8]([CH2:9][CH2:10][OH:11])[CH2:24][C:23]([O:22][C:18]([CH3:21])([CH3:20])[CH3:19])=[O:26])[C:2]1[CH:7]=[CH:6][CH:5]=[CH:4][CH:3]=1 |f:1.2.3|. Procedure: To a solution of Compound 2 (1.86 g, 12.3 mmol) and potassium carbonate (1.70 g, 12.3 mmol) in CH3CN anhydrous (50 mL) at 0° C. was dropwise added t-Butyl-bromoacetate (2.41 g, 12.4 mmol) over 45 minute. The reaction mixture was gradually warmed to room temperature and stirred for 66 h. The resulting reaction mixture was filtered, and the filtrate was concentrated to give a white oily compound. The residue was then dissolved in CH2Cl2 (50 mL), and the resulting solution was filtered, and the fil... Starting materials: O(C1=CC=CC=C1)CCN (2-phenoxyethylamine), ClC1=C2C(=NC(=N1)Cl)N(N=C2)C (4,6-dichloro-1-methyl-1H-pyrazolo[3,4-d]pyrimidine). Yields the product ClC1=NC(=C2C(=N1)N(N=C2)C)NCCOC2=CC=CC=C2 ((6-chloro-1-methyl-1H-pyrazolo[3,4-d]pyrimidin-4-yl)-(2-phenoxy-ethyl)-amine). Reaction SMILES: [O:1]([CH2:8][CH2:9][NH2:10])[C:2]1[CH:7]=[CH:6][CH:5]=[CH:4][CH:3]=1.Cl[C:12]1[N:17]=[C:16]([Cl:18])[N:15]=[C:14]2[N:19]([CH3:22])[N:20]=[CH:21][C:13]=12>>[Cl:18][C:16]1[N:15]=[C:14]2[N:19]([CH3:22])[N:20]=[CH:21][C:13]2=[C:12]([NH:10][CH2:9][CH2:8][O:1][C:2]2[CH:7]=[CH:6][CH:5]=[CH:4][CH:3]=2)[N:17]=1. Procedure: Reaction of 2-phenoxyethylamine with 4,6-dichloro-1-methyl-1H-pyrazolo[3,4-d]pyrimidine 5 by General Procedure B gave (6-chloro-1-methyl-1H-pyrazolo[3,4-d]pyrimidin-4-yl)-(2-phenoxy-ethyl)-amine. Yield: 94.5%. As a reaction SMILES: [OH-].[K+].[C:3]([O:7][C:8]([N:10]1[CH2:15][CH2:14][CH:13]([O:16][C:17]2[CH:26]=[C:25]([N:27]([CH3:29])[CH3:28])[CH:24]=[CH:23][C:18]=2[C:19]([O:21]C)=[O:20])[CH2:12][CH2:11]1)=[O:9])([CH3:6])([CH3:5])[CH3:4].C(O)C>O>[C:3]([O:7][C:8]([N:10]1[CH2:15][CH2:14][CH:13]([O:16][C:17]2[CH:26]=[C:25]([N:27]([CH3:29])[CH3:28])[CH:24]=[CH:23][C:18]=2[C:19]([OH:21])=[O:20])[CH2:12][CH2:11]1)=[O:9])([CH3:6])([CH3:5])[CH3:4] |f:0.1|. Solvent: O (water). Starting materials: [OH-].[K+] (Potassium hydroxide), C(C)(C)(C)OC(=O)N1CCC(CC1)OC1=C(C(=O)OC)C=CC(=C1)N(C)C (methyl 2-(1-tert-butoxycarbonylpiperidin-4-yloxy)-4-(N,N-dimethylamino)-benzoate), C(C)O (ethanol). Procedure: Potassium hydroxide (3.79 g, 67.5 mmol) in water (135 mL) was added to a mixture of methyl 2-(1-tert-butoxycarbonylpiperidin-4-yloxy)-4-(N,N-dimethylamino)-benzoate (5.11 g, 13.5 mmol) and ethanol. The reaction was heated to 70° C. for 14 hours. The ethanol was removed in vacuo. The resulting aqueous mixture was cooled to 5° C., acidified with satd citric acid, filtered with water wash, and vacuum dried to give the desired product as a white solid (4.65 g, 95%). Conditions: temperature 70 celsius. Product: C(C)(C)(C)OC(=O)N1CCC(CC1)OC1=C(C(=O)O)C=CC(=C1)N(C)C (2-(1-tert-Butoxycarbonylpiperidin-4-yloxy)-4-(N,N-dimethylamino)benzoic acid). Reactants: COc1ccc(CCl)cc1, Cl, O=C(NC(CSCC(=O)N1CCN(C(=O)C2CC(S)CN2C(=O)OCc2ccc([N+](=O)[O-])cc2)CC1)C(=O)OCc1ccc([N+](=O)[O-])cc1)OCc1ccc([N+](=O)[O-])cc1, NC(CS)C(=O)O, [Na+], [OH-]. Product: COc1ccc(CSCC(N)C(=O)O)cc1. Reaction SMILES: [CH3:69][O:70][c:71]1[cH:72][cH:73][c:74]([CH2:75][Cl:76])[cH:77][cH:78]1.[ClH:61].[N+:1]([c:2]1[cH:3][cH:4][c:5]([CH2:6][O:7][C:8]([N:9]2[CH2:10][CH:11]([SH:12])[CH2:13][CH:14]2[C:15]([N:16]2[CH2:17][CH2:18][N:19]([C:20](=[O:21])[CH2:22][S:23][CH2:24][CH:25]([C:26]([O:27][CH2:28][c:29]3[cH:30][cH:31][c:32]([N+:33]([O-:34])=[O:35])[cH:36][cH:37]3)=[O:38])[NH:39][C:40]([O:41][CH2:42][c:43]3[cH:44][cH:45][c:46]([N+:47]([O-:48])=[O:49])[cH:50][cH:51]3)=[O:52])[CH2:53][CH2:54]2)=[O:55])=[O:56])[cH:57][cH:58]1)([O-:59])=[O:60].[NH2:62][CH:63]([CH2:64][SH:65])[C:66](=[O:67])[OH:68].[Na+:80].[OH-:79]>>[NH2:62][CH:63]([CH2:64][S:65][CH2:75][c:74]1[cH:73][cH:72][c:71]([O:70][CH3:69])[cH:78][cH:77]1)[C:66](=[O:67])[OH:68].